From a dataset of the Open Reaction Database (ORD), a public repository of structured organic reaction records. describe an organic reaction: reactants, conditions, products, and yield The reactants are CCOC(=O)c1c(C)c2cnc(Nc3ccc(N4CCN(C(=O)OC(C)(C)C)CC4)cn3)nc2n(C2CCCC2)c1=O, CCOCC, CCO, ClCCl, Cl. The product is CCOC(=O)c1c(C)c2cnc(Nc3ccc(N4CCNCC4)cn3)nc2n(C2CCCC2)c1=O, Cl. Reaction SMILES: [CH2:2]([CH3:3])[O:4][C:5](=[O:6])[c:7]1[c:8]([CH3:43])[c:9]2[c:10]([n:11][c:12]([NH:15][c:16]3[n:17][cH:18][c:19]([N:22]4[CH2:23][CH2:24][N:25]([C:28]([O:29][C:30]([CH3:31])([CH3:32])[CH3:33])=[O:34])[CH2:26][CH2:27]4)[cH:20][cH:21]3)[n:13][cH:14]2)[n:35]([CH:38]2[CH2:39][CH2:40][CH2:41][CH2:42]2)[c:36]1=[O:37].[CH3:44][CH2:45][O:46][CH2:47][CH3:48].[CH3:52][CH2:53][OH:54].[Cl:49][CH2:50][Cl:51].[ClH:1]>>[CH2:2]([CH3:3])[O:4][C:5](=[O:6])[c:7]1[c:8]([CH3:43])[c:9]2[c:10]([n:11][c:12]([NH:15][c:16]3[n:17][cH:18][c:19]([N:22]4[CH2:23][CH2:24][NH:25][CH2:26][CH2:27]4)[cH:20][cH:21]3)[n:13][cH:14]2)[n:35]([CH:38]2[CH2:39][CH2:40][CH2:41][CH2:42]2)[c:36]1=[O:37].[ClH:1]. Starting materials: CC(C)(C)OC(=O)N1CC2CC(CN(CCCC(Oc3ccc(OC4CCCCO4)cc3)c3ccc(C#N)cc3)C2)C1, C1CCOC1, CC(=O)O, [Na+], [OH-], O. The product is CC(C)(C)OC(=O)N1CC2CC(CN(CCCC(Oc3ccc(O)cc3)c3ccc(C#N)cc3)C2)C1. Reaction SMILES: [C:1](#[N:2])[c:3]1[cH:4][cH:5][c:6]([CH:9]([CH2:10][CH2:11][CH2:12][N:13]2[CH2:14][CH:15]3[CH2:16][N:17]([C:22](=[O:23])[O:24][C:25]([CH3:26])([CH3:27])[CH3:28])[CH2:18][CH:19]([CH2:20]2)[CH2:21]3)[O:29][c:30]2[cH:31][cH:32][c:33]([O:36][CH:37]3[CH2:38][CH2:39][CH2:40][CH2:41][O:42]3)[cH:34][cH:35]2)[cH:7][cH:8]1.[CH2:50]1[O:51][CH2:52][CH2:53][CH2:54]1.[CH3:43][C:44](=[O:45])[OH:46].[Na+:49].[OH-:48].[OH2:47]>>[C:1](#[N:2])[c:3]1[cH:4][cH:5][c:6]([CH:9]([CH2:10][CH2:11][CH2:12][N:13]2[CH2:14][CH:15]3[CH2:16][N:17]([C:22](=[O:23])[O:24][C:25]([CH3:26])([CH3:27])[CH3:28])[CH2:18][CH:19]([CH2:20]2)[CH2:21]3)[O:29][c:30]2[cH:31][cH:32][c:33]([OH:36])[cH:34][cH:35]2)[cH:7][cH:8]1.